Task: describe an organic reaction: reactants, conditions, products, and yield. Dataset: the Open Reaction Database (ORD), a public repository of structured organic reaction records Reactants: CC(=O)O, O=[N+]([O-])O, COc1ccccc1OC. Yields the product COc1ccc([N+](=O)[O-])cc1OC. As a reaction SMILES: [C:15]([OH:16])(=[O:17])[CH3:18].[OH:11][N+:12]([O-:13])=[O:14].[c:1]1([O:9][CH3:10])[c:2]([O:3][CH3:4])[cH:5][cH:6][cH:7][cH:8]1>>[c:1]1([O:9][CH3:10])[c:2]([O:3][CH3:4])[cH:5][cH:6][c:7]([N+:12](=[O:11])[O-:13])[cH:8]1. Starting materials: BrC1=C(N)C=CC=C1 (2-Bromoaniline), BrCC(CCBr)O (1,4-dibromo-2-butanol), C(C)(C)N(CC)C(C)C (diisopropylethylamine). Solvent: C1(=CC=CC=C1)C (toluene), O (water). The product is BrC1=C(C=CC=C1)N1CC(CC1)O (1-(2-Bromophenyl)pyrrolidin-3-ol). As a reaction SMILES: [Br:1][C:2]1[CH:8]=[CH:7][CH:6]=[CH:5][C:3]=1[NH2:4].Br[CH2:10][CH:11]([OH:15])[CH2:12][CH2:13]Br.C(N(C(C)C)CC)(C)C>C1(C)C=CC=CC=1.O>[Br:1][C:2]1[CH:8]=[CH:7][CH:6]=[CH:5][C:3]=1[N:4]1[CH2:13][CH2:12][CH:11]([OH:15])[CH2:10]1. Procedure: 2-Bromoaniline (2 g) was heated with 1,4-dibromo-2-butanol (1.58 ml) and diisopropylethylamine (4.9 ml) in toluene (10 ml) at reflux for 20 h. The reaction mixture was allowed to cool, diluted with water (60 ml) and the aqueous phase extracted with ethyl acetate (3×30 ml). The combined extracts were washed with water, brine, dried (MgSO4), filtered and evaporated. The residue was adsorbed onto silica and purified by column chromatography, eluting with a gradient of 0–20% ethyl acetate in isohexa... Reactants: C(#N)[BH3-] (cyanoborohydride), FC1=C(C=CC(=N1)N)CC1=CNC2=NC=C(C=C21)C (6-fluoro-5-(5-methyl-1H-pyrrolo[2,3-b]pyridin-3-ylmethyl)-pyridin-2-ylamine), CNC1=NC=C(C=N1)C=O (2-methylamino-pyrimidine-5-carbaldehyde), C(C)(=O)O (acetic acid). Solvent: C(C)O (ethanol). The product is FC1=C(C=CC(=N1)NCC=1C=NC(=NC1)NC)CC1=CNC2=NC=C(C=C21)C ((5-{[6-fluoro-5-(5-methyl-1H-pyrrolo[2,3-b]pyridin-3-ylmethyl)-pyridin-2-ylamino]-methyl}-pyrimidin-2-yl)-methyl-amine). RXN SMILES: [F:1][C:2]1[N:7]=[C:6]([NH2:8])[CH:5]=[CH:4][C:3]=1[CH2:9][C:10]1[C:18]2[C:13](=[N:14][CH:15]=[C:16]([CH3:19])[CH:17]=2)[NH:12][CH:11]=1.[CH3:20][NH:21][C:22]1[N:27]=[CH:26][C:25]([CH:28]=O)=[CH:24][N:23]=1.C(O)(=O)C.C([BH3-])#N>C(O)C>[F:1][C:2]1[N:7]=[C:6]([NH:8][CH2:28][C:25]2[CH:24]=[N:23][C:22]([NH:21][CH3:20])=[N:27][CH:26]=2)[CH:5]=[CH:4][C:3]=1[CH2:9][C:10]1[C:18]2[C:13](=[N:14][CH:15]=[C:16]([CH3:19])[CH:17]=2)[NH:12][CH:11]=1. Procedure: In a 2 mL microwave vial, 6-fluoro-5-(5-methyl-1H-pyrrolo[2,3-b]pyridin-3-ylmethyl)-pyridin-2-ylamine (137, 9.72 mg, 0.04 mmol) and 2-methylamino-pyrimidine-5-carbaldehyde (138, 11.0 mg, 0.08 mmol) were dissolved in 600 μL of 95:5 ethanol:acetic acid, and silica supported cyanoborohydride (50 mg, 1 mmol/g, 0.05 mmol) was added. The reaction was irradiated for 10 minutes at 160° C. in a microwave. The vial was centrifuged to condense the silica and the supernatant was removed by pipette into anot... The reactants are FC(C=1C=CC2=C(C(=NCC=3N2C(=CN3)CN3C(C=2C(C3=O)=CC=CC2)=O)C2=CC=CC=C2)C1)(F)F (8-trifluoromethyl-1-(phthalimidomethyl)-6-phenyl-4H-imidazo[1,2-a][1,4]benzodiazepine), O.NN (hydrazine hydrate). Solvent: C(C)O (ethanol). The product is FC(C=1C=CC2=C(C(=NCC=3N2C(=CN3)CN)C3=CC=CC=C3)C1)(F)F (8-trifluoromethyl-1-(aminomethyl)-6-phenyl-4H-imidazo[1,2-a][1,4]benzodiazepine). As a reaction SMILES: [F:1][C:2]([F:36])([F:35])[C:3]1[CH:4]=[CH:5][C:6]2[N:12]3[C:13]([CH2:16][N:17]4C(=O)C5=CC=CC=C5C4=O)=[CH:14][N:15]=[C:11]3[CH2:10][N:9]=[C:8]([C:28]3[CH:33]=[CH:32][CH:31]=[CH:30][CH:29]=3)[C:7]=2[CH:34]=1.O.NN>C(O)C>[F:36][C:2]([F:1])([F:35])[C:3]1[CH:4]=[CH:5][C:6]2[N:12]3[C:13]([CH2:16][NH2:17])=[CH:14][N:15]=[C:11]3[CH2:10][N:9]=[C:8]([C:28]3[CH:33]=[CH:32][CH:31]=[CH:30][CH:29]=3)[C:7]=2[CH:34]=1 |f:1.2|. Reported procedure: In the manner given in Example 28, 8-trifluoromethyl-1-(phthalimidomethyl)-6-phenyl-4H-imidazo[1,2-a][1,4]benzodiazepine is reacted at room temperature with hydrazine hydrate, dissolved in ethanol, to give 8-trifluoromethyl-1-(aminomethyl)-6-phenyl-4H-imidazo[1,2-a][1,4]benzodiazepine. The reactants are ClC(Cl)(Cl)Cl, COC(=O)C(Oc1ccc(CO)cc1C(C)C)c1cccc(Cl)c1, BrP(Br)Br. The product is COC(=O)C(Oc1ccc(CBr)cc1C(C)C)c1cccc(Cl)c1. Reaction SMILES: [C:29]([Cl:30])([Cl:31])([Cl:32])[Cl:33].[CH3:1][CH:2]([CH3:3])[c:4]1[c:5]([O:6][CH:7]([C:8](=[O:9])[O:10][CH3:11])[c:12]2[cH:13][c:14]([Cl:18])[cH:15][cH:16][cH:17]2)[cH:19][cH:20][c:21]([CH2:23][OH:24])[cH:22]1.[P:25]([Br:26])([Br:27])[Br:28]>>[CH3:1][CH:2]([CH3:3])[c:4]1[c:5]([O:6][CH:7]([C:8](=[O:9])[O:10][CH3:11])[c:12]2[cH:13][c:14]([Cl:18])[cH:15][cH:16][cH:17]2)[cH:19][cH:20][c:21]([CH2:23][Br:26])[cH:22]1. Reactants: BrC1=NC=CC(=C1)CO ((2-bromopyridin-4-yl)methanol), C1(=CC=CC=C1)O (phenol), C([O-])([O-])=O.[K+].[K+] (potassium carbonate), C1(=CC=CC=C1)O (phenol), C([O-])([O-])=O.[K+].[K+] (potassium carbonate), C1(=CC=CC=C1)O (phenol). Run in O (water). Conditions: time 30 minute. The product is O(C1=CC=CC=C1)C1=NC=CC(=C1)CO ((2-phenoxypyridin-4-yl)methanol). Reaction SMILES: Br[C:2]1[CH:7]=[C:6]([CH2:8][OH:9])[CH:5]=[CH:4][N:3]=1.[C:10]1([OH:16])[CH:15]=[CH:14][CH:13]=[CH:12][CH:11]=1.C(=O)([O-])[O-].[K+].[K+]>O>[O:16]([C:2]1[CH:7]=[C:6]([CH2:8][OH:9])[CH:5]=[CH:4][N:3]=1)[C:10]1[CH:15]=[CH:14][CH:13]=[CH:12][CH:11]=1 |f:2.3.4|. Procedure: At 190° C., (2-bromopyridin-4-yl)methanol (550 mg), phenol (330 mg) and potassium carbonate (450 mg) were stirred for 30 minutes. To the reaction solution was added 330 mg of phenol, and the mixture was stirred at the same temperature for further 30 minutes. To the reaction solution were added 700 mg of phenol and 450 mg of potassium carbonate, and the mixture was stirred at the same temperature for further 1 hour. The reaction solution was cooled, then diluted with water, extracted with ethyl a... The reactants are ClC1=CC=C(C(C(=O)O)=C1)S (5-chlorothiosalicylic acid), BrC(C(=O)O)CCCC (2-Bromohexanoic acid), Cl (hydrochloric acid). The solvent is [OH-].[Na+] (sodium hydroxide). Product: C(=O)(O)C1=C(C=CC(=C1)Cl)SC(C(=O)O)CCCC (2-(2'-carboxy-4'-chlorophenylthio)-hexanoic acid). As a reaction SMILES: [Cl:1][C:2]1[CH:10]=[C:6]([C:7]([OH:9])=[O:8])[C:5]([SH:11])=[CH:4][CH:3]=1.Br[CH:13]([CH2:17][CH2:18][CH2:19][CH3:20])[C:14]([OH:16])=[O:15].Cl>[OH-].[Na+]>[C:7]([C:6]1[CH:10]=[C:2]([Cl:1])[CH:3]=[CH:4][C:5]=1[S:11][CH:13]([CH2:17][CH2:18][CH2:19][CH3:20])[C:14]([OH:16])=[O:15])([OH:9])=[O:8] |f:3.4|. Procedure: A mixture of 5-chlorothiosalicylic acid [prepared by the process set forth in L. Katz et al., J. Org. Chem., 18 (1953) 1380] (2.0 g, 9.8 mmol) and 1N aqueous sodium hydroxide (100 ml) was heated at reflux temperature for 1 hour under a nitrogen atmosphere. 2-Bromohexanoic acid (1.9 g, 9.8 mmol) was then added, and refluxing was continued for an additional hour. The mixture was cooled in an ice bath and acidified with concentrated hydrochloric acid. The acidic mixture was extracted with diethyl e...